Dataset: the Open Reaction Database (ORD), a public repository of structured organic reaction records. Task: describe an organic reaction: reactants, conditions, products, and yield Starting materials: ClC1=NC=NC2=CC=C(C=C12)C1=CC=C(C=C1)F (4-chloro-6-(4-fluorophenyl)-quinazoline), N (ammonia). The solvent is CO (methanol). Yields the product NC1=NC=NC2=CC=C(C=C12)C1=CC=C(C=C1)F (4-amino-6-(4-fluorophenyl)-quinazoline). RXN SMILES: Cl[C:2]1[C:11]2[C:6](=[CH:7][CH:8]=[C:9]([C:12]3[CH:17]=[CH:16][C:15]([F:18])=[CH:14][CH:13]=3)[CH:10]=2)[N:5]=[CH:4][N:3]=1.[NH3:19]>CO>[NH2:19][C:2]1[C:11]2[C:6](=[CH:7][CH:8]=[C:9]([C:12]3[CH:17]=[CH:16][C:15]([F:18])=[CH:14][CH:13]=3)[CH:10]=2)[N:5]=[CH:4][N:3]=1. Reported procedure: This compound was synthesized from 4-chloro-6-(4-fluorophenyl)-quinazoline and a 7 N ammonia solution in methanol in 84%, using the procedure described for example 37. The product was characterized by its mass spectrum as follows: MS (m/z): 240 ([M+H]+, 100). The reactants are COCCC(=O)O (3-Methoxypropanoic acid), C(=O)(OC(C)(C)C)NC1CCNCC1 (4-(N-Boc-amino)-piperidine), C(C)(C)N(C(C)C)CC (N,N-diisopropylethylamine), CCCP(=O)=O (propylphosphonic anhydride). The solvent is C(Cl)Cl (methylene chloride). Conditions: time 4.5 hour. Product: NC1CCN(CC1)C(CCOC)=O (1-(4-aminopiperidin-1-yl)-3-methoxypropan-1-one). Yield: 36.2%. Reaction SMILES: [CH3:1][O:2][CH2:3][CH2:4][C:5]([OH:7])=O.C([NH:15][CH:16]1[CH2:21][CH2:20][NH:19][CH2:18][CH2:17]1)(OC(C)(C)C)=O.C(N(CC)C(C)C)(C)C.CCCP(=O)=O>C(Cl)Cl>[NH2:15][CH:16]1[CH2:21][CH2:20][N:19]([C:5](=[O:7])[CH2:4][CH2:3][O:2][CH3:1])[CH2:18][CH2:17]1. Procedure details: 3-Methoxypropanoic acid (225 μL, 2.40 mmol) was added to a solution of 4-(N-Boc-amino)-piperidine (400 mg, 2.00 mmol) in methylene chloride (25 mL) at room temperature. N,N-diisopropylethylamine (1.30 mL, 7.49 mmol) and propylphosphonic anhydride (1.78 mL, 50 wt. % in ethyl acetate, 3.00 mmol) was added, and the solution was stirred for 4.5 h. The reaction mixture was concentrated and partitioned between ethyl acetate (5 mL) and water (5 mL). The organic portion was washed with 0.2M HCl (2 mL), ... Starting materials: CC(C)C[Al+]CC(C)C, COC(=O)CCc1cnoc1-c1ccc(Cl)c(F)c1, Cl, [H-], C1CCOC1. RXN SMILES: [CH2:21]([Al+:22][CH2:23][CH:24]([CH3:25])[CH3:26])[CH:27]([CH3:28])[CH3:29].[Cl:1][c:2]1[c:3]([F:19])[cH:4][c:5](-[c:8]2[c:9]([CH2:13][CH2:14][C:15](=[O:16])[O:17][CH3:18])[cH:10][n:11][o:12]2)[cH:6][cH:7]1.[ClH:30].[H-:20].[O:31]1[CH2:32][CH2:33][CH2:34][CH2:35]1>>[Cl:1][c:2]1[c:3]([F:19])[cH:4][c:5](-[c:8]2[c:9]([CH2:13][CH2:14][CH2:15][OH:16])[cH:10][n:11][o:12]2)[cH:6][cH:7]1. Yields the product OCCCc1cnoc1-c1ccc(Cl)c(F)c1. Procedure details: To a solution of ethyl 3-pyridin-4-ylpropanoate (Method 2; 103.1 g, 576 mmol) in water (400 ml) and ethanol (20 ml) at room temperature was added potassium hydroxide (60 g, 1600 mmol). After 18 hours hydrochloric acid (100 ml) was added to give a white solid. Yield 62.8 g (73%). NMR 8.38 (d, 2H), 7.21 (d, 2H), 2.70 (t, 2H), 2.52 (t, 2H); m/z 152.2. RXN SMILES: C([NH:4][C:5]1[CH:17]=[CH:16][C:8]2SC3C=CC=[CH:12][C:11]=3[C:7]=2[CH:6]=1)(=O)C.[OH-:18].[K+].Cl.[OH2:21]>C(O)C>[N:4]1[CH:5]=[CH:6][C:7]([CH2:8][CH2:16][C:17]([OH:21])=[O:18])=[CH:11][CH:12]=1 |f:1.2|. Starting materials: C(C)(=O)NC1=CC2=C(SC3=C2C=CC=C3)C=C1 (2-Acetamidodibenzothiophene), [OH-].[K+] (potassium hydroxide), O (water), Cl (hydrochloric acid). Product: N1=CC=C(C=C1)CCC(=O)O (3-(Pyridin-4-yl)propanoic acid). The solvent is C(C)O (ethanol). Reactants: Cc1ccnc(N(C)S(C)(=O)=O)c1C#N, [H][H]. RXN SMILES: [C:1](#[N:2])[c:3]1[c:4]([N:10]([S:11](=[O:12])(=[O:13])[CH3:14])[CH3:15])[n:5][cH:6][cH:7][c:8]1[CH3:9].[H:16][H:17]>>[CH2:1]([NH2:2])[c:3]1[c:4]([N:10]([S:11](=[O:12])(=[O:13])[CH3:14])[CH3:15])[n:5][cH:6][cH:7][c:8]1[CH3:9]. Yields the product Cc1ccnc(N(C)S(C)(=O)=O)c1CN. The reactants are [BH4-], CCOCC, CCC=O, CCCNc1c(SC)nn2c(-c3ccc(Cl)cc3Cl)cccc12, [Na+], C1CCOC1, O, O=S(=O)(O)O. The product is CCCN(CCC)c1c(SC)nn2c(-c3ccc(Cl)cc3Cl)cccc12. RXN SMILES: [BH4-:33].[CH3:40][CH2:41][O:42][CH2:43][CH3:44].[CH:24]([CH2:25][CH3:26])=[O:27].[Cl:1][c:2]1[c:3](-[c:9]2[cH:10][cH:11][cH:12][c:13]3[n:14]2[n:15][c:16]([S:22][CH3:23])[c:17]3[NH:18][CH2:19][CH2:20][CH3:21])[cH:4][cH:5][c:6]([Cl:8])[cH:7]1.[Na+:34].[O:35]1[CH2:36][CH2:37][CH2:38][CH2:39]1.[OH2:45].[S:28](=[O:29])(=[O:30])([OH:31])[OH:32]>>[Cl:1][c:2]1[c:3](-[c:9]2[cH:10][cH:11][cH:12][c:13]3[n:14]2[n:15][c:16]([S:22][CH3:23])[c:17]3[N:18]([CH2:19][CH2:20][CH3:21])[CH2:24][CH2:25][CH3:26])[cH:4][cH:5][c:6]([Cl:8])[cH:7]1. Starting materials: [BH3-]C#N, COc1ccc(C=O)c(OC)c1, CO, CC(=O)O, Cc1ccccc1C(=O)Nc1ccc(CN2C(=O)C=C(CCN)Sc3ccccc32)cc1, [Na+], [Na+], [OH-]. As a reaction SMILES: [C:45]([BH3-:46])#[N:47].[CH3:33][O:34][c:35]1[c:36]([CH:37]=[O:38])[cH:39][cH:40][c:41]([O:43][CH3:44])[cH:42]1.[CH3:51][OH:52].[CH3:53][C:54](=[O:55])[OH:56].[NH2:1][CH2:2][CH2:3][C:4]1=[CH:10][C:9](=[O:11])[N:8]([CH2:12][c:13]2[cH:14][cH:15][c:16]([NH:19][C:20]([c:21]3[c:22]([CH3:27])[cH:23][cH:24][cH:25][cH:26]3)=[O:28])[cH:17][cH:18]2)[c:7]2[c:6]([cH:32][cH:31][cH:30][cH:29]2)[S:5]1.[Na+:48].[Na+:50].[OH-:49]>>[NH:1]([CH2:2][CH2:3][C:4]1=[CH:10][C:9](=[O:11])[N:8]([CH2:12][c:13]2[cH:14][cH:15][c:16]([NH:19][C:20]([c:21]3[c:22]([CH3:27])[cH:23][cH:24][cH:25][cH:26]3)=[O:28])[cH:17][cH:18]2)[c:7]2[c:6]([cH:32][cH:31][cH:30][cH:29]2)[S:5]1)[CH2:37][c:36]1[c:35]([O:34][CH3:33])[cH:42][c:41]([O:43][CH3:44])[cH:40][cH:39]1. The product is COc1ccc(CNCCC2=CC(=O)N(Cc3ccc(NC(=O)c4ccccc4C)cc3)c3ccccc3S2)c(OC)c1. Reactants: [N+](=O)([O-])C1=CC=CC=C1 (nitrobenzene), ClCC(=O)Cl (chloroacetyl chloride), CN1C(=O)C=CC2=CC=CC(=C12)OC (1-methyl-8-methoxycarbostyril), [Cl-].[Al+3].[Cl-].[Cl-] (aluminum chloride), ice water. Solvent: ice water. Product: CN1C(=O)C=CC2=C(C=CC(=C12)OC)C(CCl)=O (1-methyl-5-chloroacetyl-8-methoxycarbostyril). Reaction SMILES: [N+](C1C=CC=CC=1)([O-])=O.[Cl:10][CH2:11][C:12](Cl)=[O:13].[CH3:15][N:16]1[C:26]2[C:21](=[CH:22][CH:23]=[CH:24][C:25]=2[O:27][CH3:28])[CH:20]=[CH:19][C:17]1=[O:18].[Cl-].[Al+3].[Cl-].[Cl-]>>[CH3:15][N:16]1[C:26]2[C:21](=[C:22]([C:12](=[O:13])[CH2:11][Cl:10])[CH:23]=[CH:24][C:25]=2[O:27][CH3:28])[CH:20]=[CH:19][C:17]1=[O:18] |f:3.4.5.6|. Procedure: 30 ml of nitrobenzene and 70 ml of chloroacetyl chloride (V) were added to 40 g of 1-methyl-8-methoxycarbostyril (VI), and 130 g of aluminum chloride was added slowly to the mixture while cooling with ice-water followed by allowing the mixture to react at a temperature of 60° C. for 4 hours while stirring. The reaction mixture was then poured into one liter of ice-water to precipitate the product. The precipitate was filtered, washed with diethyl ether and recrystallized from a mixture of chloro... Starting materials: C1(CC1)NS(=O)(=O)CCCCCCN1CCN(CC1)C(C1=CC=CC=C1)C1=CC(=CC=C1)Cl (N-Cyclopropyl-6-[4-[(3-chlorophenyl)phenylmethyl]-1-piperazinyl]hexanesulfonamide), Br (hydrobromic acid). Solvent: CO (methanol). The product is Br.Br.C1(CC1)NS(=O)(=O)CCCCCCN1CCN(CC1)C(C1=CC=CC=C1)C1=CC(=CC=C1)Cl (N-cyclopropyl-6-[4-[(3-chlorophenyl)phenylmethyl]-1-piperazinyl]hexanesulfonamide dihydrobromide). Yield: 69.2%. As a reaction SMILES: [CH:1]1([NH:4][S:5]([CH2:8][CH2:9][CH2:10][CH2:11][CH2:12][CH2:13][N:14]2[CH2:19][CH2:18][N:17]([CH:20]([C:27]3[CH:32]=[CH:31][CH:30]=[C:29]([Cl:33])[CH:28]=3)[C:21]3[CH:26]=[CH:25][CH:24]=[CH:23][CH:22]=3)[CH2:16][CH2:15]2)(=[O:7])=[O:6])[CH2:3][CH2:2]1.[BrH:34]>CO>[BrH:34].[BrH:34].[CH:1]1([NH:4][S:5]([CH2:8][CH2:9][CH2:10][CH2:11][CH2:12][CH2:13][N:14]2[CH2:19][CH2:18][N:17]([CH:20]([C:27]3[CH:32]=[CH:31][CH:30]=[C:29]([Cl:33])[CH:28]=3)[C:21]3[CH:26]=[CH:25][CH:24]=[CH:23][CH:22]=3)[CH2:16][CH2:15]2)(=[O:7])=[O:6])[CH2:3][CH2:2]1 |f:3.4.5|. Reported procedure: N-Cyclopropyl-6-[4-[(3-chlorophenyl)phenylmethyl]-1-piperazinyl]hexanesulfonamide (0.50 g, 1.02 mmol) prepared in the same manner as in Example 1 was dissolved in methanol (20 ml). A 47% hydrobromic acid solution (0.47 g, 2.75 mmol) was added thereto, and the solvent was then removed by evaporation in vacuo. Acetone was added to the residue, and the precipitated crystals were collected by filtration. The crystals were recrystallized from ethanol-acetone, to give N-cyclopropyl-6-[4-[(3-chlorophen... The reactants are Cl.C(N)(=N)C1=CC=C(C=C1)CNC(=O)C1=C(N(C(=C1)C)C1=CC=C(C=C1)F)C (N-[(4-carbamimidoylphenyl)methyl]-1-(4-fluorophenyl)-2,5-dimethyl-pyrrole-3-carboxamide hydrochloride), C([O-])([O-])=O.[K+].[K+] (potassium carbonate), ClC(=O)OCC1=CC=CC=C1 (benzyl chloroformate). Run in O1CCCC1 (tetrahydrofuran), O (water). Run at time 1 hour. The product is N\C(\C1=CC=C(C=C1)CNC(=O)C1=C(N(C(=C1)C)C1=CC=C(C=C1)F)C)=N/C(OCC1=CC=CC=C1)=O ((Z)-benzyl amino-(4-((1-(4-fluorophenyl)-2,5-dimethyl-pyrrole-3-carbonyl amino)methyl)phenyl)methylenecarbamate). As a reaction SMILES: Cl.[C:2]([C:5]1[CH:10]=[CH:9][C:8]([CH2:11][NH:12][C:13]([C:15]2[CH:19]=[C:18]([CH3:20])[N:17]([C:21]3[CH:26]=[CH:25][C:24]([F:27])=[CH:23][CH:22]=3)[C:16]=2[CH3:28])=[O:14])=[CH:7][CH:6]=1)(=[NH:4])[NH2:3].C(=O)([O-])[O-].[K+].[K+].Cl[C:36]([O:38][CH2:39][C:40]1[CH:45]=[CH:44][CH:43]=[CH:42][CH:41]=1)=[O:37]>O.O1CCCC1>[NH2:4]/[C:2](=[N:3]\[C:36](=[O:37])[O:38][CH2:39][C:40]1[CH:45]=[CH:44][CH:43]=[CH:42][CH:41]=1)/[C:5]1[CH:10]=[CH:9][C:8]([CH2:11][NH:12][C:13]([C:15]2[CH:19]=[C:18]([CH3:20])[N:17]([C:21]3[CH:22]=[CH:23][C:24]([F:27])=[CH:25][CH:26]=3)[C:16]=2[CH3:28])=[O:14])=[CH:7][CH:6]=1 |f:0.1,2.3.4|. Reported procedure: 115 mg of N-[(4-carbamimidoylphenyl)methyl]-1-(4-fluorophenyl)-2,5-dimethyl-pyrrole-3-carboxamide hydrochloride and 115 mg of potassium carbonate were dissolved in 1.4 ml of water and 7 ml of tetrahydrofuran. The mixture was stirred at room temperature, and 0.04 ml of benzyl chloroformate (Sigma-Aldrich) added. Stirring was continued for 1 h, following which the organic layer is removed, and dried in vacuo to obtain the synthetic target. The mass of the compound was verified using LC/MS/MS.